This data is from the Open Reaction Database (ORD), a public repository of structured organic reaction records. The task is: describe an organic reaction: reactants, conditions, products, and yield Reactants: 3-(prop-2-ynyloxy)-propyl-1-sulfonate-sodium, [Na+].C(C#C)OC(C(=O)[O-])C (2-(prop-2-ynyloxy)-propanoate sodium salt), C(C#C)OCCCCS(=O)(=O)[O-].[Na] (4-(prop-2-ynyloxy)-butane-1-sulfonate sodium), C(C#C)NCCCS(=O)(=O)O (3-(prop-2-ynylamino)-propane-1-sulfonic acid), [Na+].C(C#C)OCC(=O)[O-] (2-(prop-2-ynyloxy)-acetate sodium salt). The product is C(CC#C)OCCCCS(=O)(=O)[O-].[Na] (4-(but-3-ynyloxy)-butane-1-sulfonate sodium). As a reaction SMILES: C(N[CH2:5][CH2:6][CH2:7][S:8]([OH:11])(=[O:10])=[O:9])C#C.[Na+].C(OCC([O-])=O)C#C.[Na+].C(OC(C)C([O-])=O)C#C.[CH2:31]([O:34][CH2:35][CH2:36][CH2:37][CH2:38]S([O-])(=O)=O)C#C.[Na:43]>>[CH2:35]([O:34][CH2:31][CH2:5][CH2:6][CH2:7][S:8]([O-:11])(=[O:9])=[O:10])[CH2:36][C:37]#[CH:38].[Na:43] |f:1.2,3.4,5.6,7.8,^1:42,56|. Reported procedure: 3-(prop-2-ynyloxy)-propyl-1-sulfonate-sodium salt; 3-(prop-2-ynylamino)-propane-1-sulfonic acid; 2-(prop-2-ynyloxy)-acetate sodium salt; 2-(prop-2-ynyloxy)-propanoate sodium salt; 4-(prop-2-ynyloxy)-butane-1-sulfonate-sodium salt. Reactants: COC1=CC=2N(C3=CC=CC=C13)C=C(N2)C=O (5-methoxyimidazo[1,2-a]quinolin-2-carboxaldehyde), O (water). The solvent is O1CCCC1 (tetrahydrofuran). Run at time 1 hour. The product is C(C)C1=CC=C(C=C1)C(O)C=1N=C2N(C3=CC=CC=C3C(=C2)OC)C1 ((4-ethyl-phenyl)(5-methoxy-imidazo[1,2-a] quinolin-2-yl)-methanol). Isolated yield 127.6%. Reaction SMILES: [CH3:1][O:2][C:3]1[C:12]2[C:7](=[CH:8][CH:9]=[CH:10][CH:11]=2)[N:6]2[CH:13]=[C:14]([CH:16]=[O:17])[N:15]=[C:5]2[CH:4]=1.O>O1CCCC1>[CH2:3]([C:12]1[CH:7]=[CH:8][C:9]([CH:16]([C:14]2[N:15]=[C:5]3[CH:4]=[C:3]([O:2][CH3:1])[C:12]4[C:7](=[CH:8][CH:9]=[CH:10][CH:11]=4)[N:6]3[CH:13]=2)[OH:17])=[CH:10][CH:11]=1)[CH3:4]. Procedure details: 2.78 g (15 mmol) of p-bromo-ethylbenzene were added dropwise to a stirred suspension of 0.36 g (15 mg-atoms) of magnesium turnings in 25 ml of anhydrous tetrahydrofuran containing an iodine crystal to form a Grignard reagent and the resulting solution was added dropwise to a suspension of 2.26 g (10 mmol) of the product of Step B in 50 ml of anhydrous tetrahydrofuran. The mixture was stirred at room temperature for one hour and was poured into 200 ml of water. The mixture was extracted with 200 ... The reactants are FC1=C(C=C(C=C1)[N+](=O)[O-])OC (1-Fluoro-2-methoxy-4-nitro-benzene), C(C)(C)(C)OC(=O)N1CCNCCC1 ([1,4]Diazepane-1-carboxylic acid tert-butyl ester), nitro. Yields the product C(C)(C)(C)OC(=O)N1CCN(CCC1)C1=C(C=C(C=C1)N)OC (4-(4-Amino-2-methoxyphenyl)-[1,4]diazepane-1-carboxylic acid tert-butyl ester). As a reaction SMILES: F[C:2]1[CH:7]=[CH:6][C:5]([N+:8]([O-])=O)=[CH:4][C:3]=1[O:11][CH3:12].[C:13]([O:17][C:18]([N:20]1[CH2:26][CH2:25][CH2:24][NH:23][CH2:22][CH2:21]1)=[O:19])([CH3:16])([CH3:15])[CH3:14]>>[C:13]([O:17][C:18]([N:20]1[CH2:26][CH2:25][CH2:24][N:23]([C:2]2[CH:7]=[CH:6][C:5]([NH2:8])=[CH:4][C:3]=2[O:11][CH3:12])[CH2:22][CH2:21]1)=[O:19])([CH3:16])([CH3:14])[CH3:15]. Reported procedure: According to methods E and F 1-Fluoro-2-methoxy-4-nitro-benzene was reacted with [1,4]Diazepane-1-carboxylic acid tert-butyl ester and then the obtained nitro compound was hydrogenated. In this way the product was obtained with molecular weight 321.42 (C17H27N3O3); MS (ESI): 322 (M+H+). Starting materials: COCCOCCCl, CNCc1ccc([N+](=O)[O-])cc1, CN(C)C=O. The product is COCCOCCN(C)Cc1ccc([N+](=O)[O-])cc1. As a reaction SMILES: [CH3:13][O:14][CH2:15][CH2:16][O:17][CH2:18][CH2:19][Cl:20].[CH3:1][NH:2][CH2:3][c:4]1[cH:5][cH:6][c:7]([N+:10](=[O:11])[O-:12])[cH:8][cH:9]1.[CH3:21][N:22]([CH3:23])[CH:24]=[O:25]>>[CH3:1][N:2]([CH2:3][c:4]1[cH:5][cH:6][c:7]([N+:10](=[O:11])[O-:12])[cH:8][cH:9]1)[CH2:19][CH2:18][O:17][CH2:16][CH2:15][O:14][CH3:13].